From a dataset of the Open Reaction Database (ORD), a public repository of structured organic reaction records. describe an organic reaction: reactants, conditions, products, and yield Product: NC(=O)c1ccc(Oc2ccc3c(c2)CCCC3O)nc1. RXN SMILES: [BH4-:1].[CH3:24][OH:25].[Na+:2].[O:3]=[C:4]1[c:5]2[cH:6][cH:7][c:8]([O:14][c:15]3[n:16][cH:17][c:18]([C:19](=[O:20])[NH2:21])[cH:22][cH:23]3)[cH:9][c:10]2[CH2:11][CH2:12][CH2:13]1>>[OH:3][CH:4]1[c:5]2[cH:6][cH:7][c:8]([O:14][c:15]3[n:16][cH:17][c:18]([C:19](=[O:20])[NH2:21])[cH:22][cH:23]3)[cH:9][c:10]2[CH2:11][CH2:12][CH2:13]1. Starting materials: [BH4-], CO, [Na+], NC(=O)c1ccc(Oc2ccc3c(c2)CCCC3=O)nc1. The reactants are C(C)(C)(C)OC(=O)N1[C@@H](CN([C@H](C1)CN1[C@@H](COCC1)C)CC(=O)N1CC(C2=NC=C(C=C21)CC2=CC=C(C=C2)F)(C)C)C ((2R,5S)-4-{2-[6-(4-Fluoro-benzyl)-3,3-dimethyl-2,3-dihydro-pyrrolo[3,2-b]pyridin-1-yl]-2-oxo-ethyl}-2-methyl-5-((R)-3-methyl-morpholin-4-ylmethyl)-piperazine-1-carboxylic acid tert-butyl ester), Cl (HCl). Solvent: CCOC(=O)C (EtOAc), O1CCOCC1 (dioxane). Yields the product Cl.Cl.FC1=CC=C(CC=2C=C3C(=NC2)C(CN3C(CN3[C@H](CN[C@@H](C3)C)CN3[C@@H](COCC3)C)=O)(C)C)C=C1 (1-[6-(4-Fluoro-benzyl)-3,3-dimethyl-2,3-dihydro-pyrrolo[3,2-b]pyridin-1-yl]-2-[(2R,5R)-5-methyl-2-((R)-3-methyl-morpholin-4-ylmethyl)-piperazin-1-yl]-ethanone dihydrochloride). Reaction SMILES: C(OC([N:8]1[CH2:13][C@H:12]([CH2:14][N:15]2[CH2:20][CH2:19][O:18][CH2:17][C@H:16]2[CH3:21])[N:11]([CH2:22][C:23]([N:25]2[C:33]3[C:28](=[N:29][CH:30]=[C:31]([CH2:34][C:35]4[CH:40]=[CH:39][C:38]([F:41])=[CH:37][CH:36]=4)[CH:32]=3)[C:27]([CH3:43])([CH3:42])[CH2:26]2)=[O:24])[CH2:10][C@H:9]1[CH3:44])=O)(C)(C)C.[ClH:45]>CCOC(C)=O.O1CCOCC1>[ClH:45].[ClH:45].[F:41][C:38]1[CH:39]=[CH:40][C:35]([CH2:34][C:31]2[CH:32]=[C:33]3[N:25]([C:23](=[O:24])[CH2:22][N:11]4[CH2:10][C@@H:9]([CH3:44])[NH:8][CH2:13][C@@H:12]4[CH2:14][N:15]4[CH2:20][CH2:19][O:18][CH2:17][C@H:16]4[CH3:21])[CH2:26][C:27]([CH3:43])([CH3:42])[C:28]3=[N:29][CH:30]=2)=[CH:36][CH:37]=1 |f:4.5.6|. Procedure details: (2R,5S)-4-{2-[6-(4-Fluoro-benzyl)-3,3-dimethyl-2,3-dihydro-pyrrolo[3,2-b]pyridin-1-yl]-2-oxo-ethyl}-2-methyl-5-((R)-3-methyl-morpholin-4-ylmethyl)-piperazine-1-carboxylic acid tert-butyl ester (1.9 g, 3.29 mmol) was dissolved in EtOAc (48 mL) and 4 M HCl in dioxane (82 mL) and stirred at room temperature for 18 h. The solvent was removed in vacuo and resulting solid triturated with diethyl ether and dried in a vacuum oven at 40° C., to give the title compound (1.36 g). 1H NMR (DMSO-d6): 11.71-10... Run at temperature 60 celsius. Procedure: The 1-(2-Bromo-4-nitro-imidazol-1-yl)-3-[4-(5-bromo-pyrimidin-2-yl)-[1,4]diazepan-1-yl]-2-methyl-propan-2-ol (600 mg, 1.15 mmol) in DMF (4 ml) was treated with NaH (33 mg, 1.4 mmol) at 0° C. and heated to 60° C. for 2 h. The reaction mixture is cooled, diluted with saturated NH4Cl (aq) and extracted with EtOAc. The organic layer was dried over Na2SO4, concentrated and purified by column chromatography to titled compound (384 mg, 75%). ESI MS m/z 439 (M+H+); 1H NMR (400 MHz, CDCl3) δ 8.24 (s, 2H)... The solvent is [NH4+].[Cl-] (NH4Cl), CN(C)C=O (DMF). Yields the product BrC=1C=NC(=NC1)N1CCN(CCC1)CC1(CN2C(O1)=NC(=C2)[N+](=O)[O-])C (2-[4-(5-Bromo-pyrimidin-2-yl)-[1,4]diazepan-1-ylmethyl]-2-methyl-6-nitro-2,3-dihydro-imidazo[2,1-b]oxazole). Reactants: BrC=1N(C=C(N1)[N+](=O)[O-])CC(CN1CCN(CCC1)C1=NC=C(C=N1)Br)(O)C (1-(2-Bromo-4-nitro-imidazol-1-yl)-3-[4-(5-bromo-pyrimidin-2-yl)-[1,4]diazepan-1-yl]-2-methyl-propan-2-ol), [H-].[Na+] (NaH). RXN SMILES: Br[C:2]1[N:3]([CH2:10][C:11]([CH3:28])([OH:27])[CH2:12][N:13]2[CH2:19][CH2:18][CH2:17][N:16]([C:20]3[N:25]=[CH:24][C:23]([Br:26])=[CH:22][N:21]=3)[CH2:15][CH2:14]2)[CH:4]=[C:5]([N+:7]([O-:9])=[O:8])[N:6]=1.[H-].[Na+]>CN(C=O)C.[NH4+].[Cl-]>[Br:26][C:23]1[CH:22]=[N:21][C:20]([N:16]2[CH2:17][CH2:18][CH2:19][N:13]([CH2:12][C:11]3([CH3:28])[O:27][C:2]4=[N:6][C:5]([N+:7]([O-:9])=[O:8])=[CH:4][N:3]4[CH2:10]3)[CH2:14][CH2:15]2)=[N:25][CH:24]=1 |f:1.2,4.5|.